Task: describe an organic reaction: reactants, conditions, products, and yield. Dataset: the Open Reaction Database (ORD), a public repository of structured organic reaction records Starting materials: CCN1CCN(c2ccc(Cl)nc2)CC1, [Na+], [Na+], O=C([O-])[O-], BrP(Br)Br. The product is CCN1CCN(c2ccc(Br)nc2)CC1. RXN SMILES: [Cl:1][c:2]1[cH:3][cH:4][c:5]([N:8]2[CH2:9][CH2:10][N:11]([CH2:14][CH3:15])[CH2:12][CH2:13]2)[cH:6][n:7]1.[Na+:16].[Na+:17].[O-:18][C:19](=[O:20])[O-:21].[P:22]([Br:23])([Br:24])[Br:25]>>[c:2]1([Br:23])[cH:3][cH:4][c:5]([N:8]2[CH2:9][CH2:10][N:11]([CH2:14][CH3:15])[CH2:12][CH2:13]2)[cH:6][n:7]1. Starting materials: CC(c1ccc(Br)cc1)N1CCC(CC(C)(C)C#N)(c2ccccc2)OC1=O, O=C([O-])[O-], C1COCCO1, [Cs+], [Cs+], O=c1ccc(B(O)O)c[nH]1. The product is CC(c1ccc(-c2ccc(=O)[nH]c2)cc1)N1CCC(CC(C)(C)C#N)(c2ccccc2)OC1=O. RXN SMILES: [Br:1][c:2]1[cH:3][cH:4][c:5]([CH:8]([CH3:9])[N:10]2[C:11](=[O:28])[O:12][C:13]([c:16]3[cH:17][cH:18][cH:19][cH:20][cH:21]3)([CH2:22][C:23]([C:24]#[N:25])([CH3:26])[CH3:27])[CH2:14][CH2:15]2)[cH:6][cH:7]1.[C:39](=[O:40])([O-:41])[O-:42].[CH2:45]1[O:46][CH2:47][CH2:48][O:49][CH2:50]1.[Cs+:43].[Cs+:44].[O:29]=[c:30]1[cH:31][cH:32][c:33]([B:36]([OH:37])[OH:38])[cH:34][nH:35]1>>[c:2]1(-[c:33]2[cH:32][cH:31][c:30](=[O:29])[nH:35][cH:34]2)[cH:3][cH:4][c:5]([CH:8]([CH3:9])[N:10]2[C:11](=[O:28])[O:12][C:13]([c:16]3[cH:17][cH:18][cH:19][cH:20][cH:21]3)([CH2:22][C:23]([C:24]#[N:25])([CH3:26])[CH3:27])[CH2:14][CH2:15]2)[cH:6][cH:7]1.